This data is from the Open Reaction Database (ORD), a public repository of structured organic reaction records. The task is: describe an organic reaction: reactants, conditions, products, and yield Starting materials: [Na] (Sodium), ClC1=NC(=NC(=C1)C)NC1=CC(=C(C=C1)N1C=NC(=C1)C)OC ((4-Chloro-6-methyl-pyrimidin-2-yl)-[3-methoxy-4-(4-methyl-imidazol-1-yl)-phenyl]-amine). Reaction SMILES: [Na].Cl[C:3]1[CH:8]=[C:7]([CH3:9])[N:6]=[C:5]([NH:10][C:11]2[CH:16]=[CH:15][C:14]([N:17]3[CH:21]=[C:20]([CH3:22])[N:19]=[CH:18]3)=[C:13]([O:23][CH3:24])[CH:12]=2)[N:4]=1>C(O)(C)C>[CH:13]([O:23][C:3]1[CH:8]=[C:7]([CH3:9])[N:6]=[C:5]([NH:10][C:11]2[CH:16]=[CH:15][C:14]([N:17]3[CH:21]=[C:20]([CH3:22])[N:19]=[CH:18]3)=[C:13]([O:23][CH3:24])[CH:12]=2)[N:4]=1)([CH3:14])[CH3:12] |^1:0|. The yield is 47.2%. The product is C(C)(C)OC1=NC(=NC(=C1)C)NC1=CC(=C(C=C1)N1C=NC(=C1)C)OC ((4-Isopropoxy-6-methyl-pyrimidin-2-yl)-[3-methoxy-4-(4-methyl-imidazol-1-yl)-phenyl]-amine). Procedure details: Sodium (10 mg, 0.45 mmol) was dissolved under heating and stirring under an atmosphere of nitrogen in isopropanol (1 mL). (4-Chloro-6-methyl-pyrimidin-2-yl)-[3-methoxy-4-(4-methyl-imidazol-1-yl)-phenyl]-amine (99 mg, 0.3 mmol) was added and the suspension was heated to reflux over night. The solvent was evaporated under reduced pressure and the residue was taken up in water and extracted twice with diethyl ether. The combined organic layers were washed with brine, dried over sodium sulfate, filt... The solvent is C(C)(C)O (isopropanol).